From a dataset of the Open Reaction Database (ORD), a public repository of structured organic reaction records. describe an organic reaction: reactants, conditions, products, and yield Starting materials: FC1=CC=C(CCN)C=C1 (4-fluorophenethylamine), C(C)(C)N(CC)C(C)C (diisopropylethylamine), FC(C1=CC=C(C(=O)Cl)C=C1)(F)F (4-(trifluoromethyl)benzoyl chloride). The solvent is ClCCl (dichloromethane). Reaction conditions: temperature 0 celsius, time 8 hour. Yields the product FC1=CC=C(CCNC(C2=CC=C(C=C2)C(F)(F)F)=O)C=C1 (N-(4-fluorophenethyl)-4-(trifluoromethyl)benzamide). As a reaction SMILES: [F:1][C:2]1[CH:10]=[CH:9][C:5]([CH2:6][CH2:7][NH2:8])=[CH:4][CH:3]=1.C(N(C(C)C)CC)(C)C.[F:20][C:21]([F:32])([F:31])[C:22]1[CH:30]=[CH:29][C:25]([C:26](Cl)=[O:27])=[CH:24][CH:23]=1>ClCCl>[F:1][C:2]1[CH:10]=[CH:9][C:5]([CH2:6][CH2:7][NH:8][C:26](=[O:27])[C:25]2[CH:29]=[CH:30][C:22]([C:21]([F:20])([F:31])[F:32])=[CH:23][CH:24]=2)=[CH:4][CH:3]=1. Procedure: A 250-mL, round-bottomed flask containing a solution of 4-fluorophenethylamine (4.8 mL, 37 mmol) and diisopropylethylamine (6.4 mL, 37 mmol) in dichloromethane (40 mL) was cooled to 0° C. and treated dropwise with 4-(trifluoromethyl)benzoyl chloride (5.5 mL, 37 mmol) over 5 min. The ice-bath was removed after 2 h and the reaction mixture was stirred overnight. The precipitate formed was collected by filtration. The filtrate was diluted with dichloromethane (100 mL) and transferred to a separator... Reactants: [Br-], O=C([O-])[O-], N#CC(Br)c1cccc(Oc2ccccc2)c1, CC1(C)C(C(=O)O)C1(C)C, CCCC[N+](CCCC)(CCCC)CCCC, Cc1ccccc1, [K+], [K+]. The product is CC1(C)C(C(=O)OC(C#N)c2cccc(Oc3ccccc3)c2)C1(C)C. RXN SMILES: [Br-:34].[C:11](=[O:12])([O-:13])[O-:14].[C:17](#[N:18])[CH:19]([c:20]1[cH:21][c:22]([O:26][c:27]2[cH:28][cH:29][cH:30][cH:31][cH:32]2)[cH:23][cH:24][cH:25]1)[Br:33].[CH3:1][C:2]1([CH3:10])[CH:3]([C:7](=[O:8])[OH:9])[C:4]1([CH3:5])[CH3:6].[CH3:35][CH2:36][CH2:37][CH2:38][N+:39]([CH2:40][CH2:41][CH2:42][CH3:43])([CH2:44][CH2:45][CH2:46][CH3:47])[CH2:48][CH2:49][CH2:50][CH3:51].[CH3:52][c:53]1[cH:54][cH:55][cH:56][cH:57][cH:58]1.[K+:15].[K+:16]>>[CH3:1][C:2]1([CH3:10])[CH:3]([C:7](=[O:8])[O:9][CH:19]([C:17]#[N:18])[c:20]2[cH:21][c:22]([O:26][c:27]3[cH:28][cH:29][cH:30][cH:31][cH:32]3)[cH:23][cH:24][cH:25]2)[C:4]1([CH3:5])[CH3:6]. The reactants are [Al+3], COc1ccccc1, [Cl-], [Cl-], [Cl-], O, CCC(C(=O)Cl)c1ccccc1. Yields the product CCC(C(=O)c1ccc(OC)cc1)c1ccccc1. As a reaction SMILES: [Al+3:14].[CH3:18][O:19][c:20]1[cH:21][cH:22][cH:23][cH:24][cH:25]1.[Cl-:13].[Cl-:15].[Cl-:16].[OH2:17].[c:1]1([CH:7]([C:8](=[O:9])[Cl:10])[CH2:11][CH3:12])[cH:2][cH:3][cH:4][cH:5][cH:6]1>>[c:1]1([CH:7]([C:8](=[O:9])[c:23]2[cH:22][cH:21][c:20]([O:19][CH3:18])[cH:25][cH:24]2)[CH2:11][CH3:12])[cH:2][cH:3][cH:4][cH:5][cH:6]1. Reactants: C(=O)(O)[O-].[Na+] (NaHCO3), [O-]S(=O)S(=O)[O-].[Na+].[Na+] (Na2S2O4), C(#N)C=1C=CC(=C(C1)NC1=CC=C2C(=N1)N(C(N2C(=O)OC(C)(C)C)=O)[C@H](C)C=2C=NC=CC2)[N+](=O)[O-] ((R)-tert-Butyl 5-(5-cyano-2-nitrophenylamino)-2-oxo-3-(1-(pyridin-3-yl)ethyl)-2,3-dihydroimidazo[4,5-b]pyridine-1-carboxylate). The solvent is O (water), C1CCOC1 (THF), C(C)(=O)OCC (ethyl acetate). Product: NC1=C(C=C(C=C1)C#N)NC1=CC=C2C(=N1)N(C(N2C(=O)OC(C)(C)C)=O)[C@H](C)C=2C=NC=CC2 ((R)-tert-butyl 5-(2-amino-5-cyanophenylamino)-2-oxo-3-(1-(pyridin-3-yl)ethyl)-2,3-dihydroimidazo[4,5-b]pyridine-1-carboxylate). Reaction SMILES: [C:1]([C:3]1[CH:4]=[CH:5][C:6]([N+:35]([O-])=O)=[C:7]([NH:9][C:10]2[N:15]=[C:14]3[N:16]([C@@H:27]([C:29]4[CH:30]=[N:31][CH:32]=[CH:33][CH:34]=4)[CH3:28])[C:17](=[O:26])[N:18]([C:19]([O:21][C:22]([CH3:25])([CH3:24])[CH3:23])=[O:20])[C:13]3=[CH:12][CH:11]=2)[CH:8]=1)#[N:2].[O-]S(S([O-])=O)=O.[Na+].[Na+].C([O-])(O)=O.[Na+]>C1COCC1.O.C(OCC)(=O)C>[NH2:35][C:6]1[CH:5]=[CH:4][C:3]([C:1]#[N:2])=[CH:8][C:7]=1[NH:9][C:10]1[N:15]=[C:14]2[N:16]([C@@H:27]([C:29]3[CH:30]=[N:31][CH:32]=[CH:33][CH:34]=3)[CH3:28])[C:17](=[O:26])[N:18]([C:19]([O:21][C:22]([CH3:25])([CH3:23])[CH3:24])=[O:20])[C:13]2=[CH:12][CH:11]=1 |f:1.2.3,4.5|. Procedure details: A solution of (R)-tert-butyl 5-(5-cyano-2-nitrophenylamino)-2-oxo-3-(1-(pyridin-3-yl)ethyl)-2,3-dihydroimidazo[4,5-b]pyridine-1-carboxylate (70) (100 mg) in THF (5 mL) was treated with an aqueous solution comprised of 0.5 g of Na2S2O4 and 0.25 g NaHCO3 in 5 mL of water. The mixture went quickly from a red color to a slightly yellow color, which indicated reduction of the nitro group. The mixture was diluted with ethyl acetate and washed with saturated sodium chloride solution. The organic layer ... The reactants are CCOC(=O)c1cnc2c(-c3ccc(Cc4ccc5c(c4)OCO5)cc3)cnn2c1O, CCO, [Na+], [OH-]. Yields the product O=C(O)c1cnc2c(-c3ccc(Cc4ccc5c(c4)OCO5)cc3)cnn2c1O. As a reaction SMILES: [CH2:1]([CH3:2])[O:3][C:4](=[O:5])[c:6]1[cH:7][n:8][c:9]2[n:10]([c:11]1[OH:12])[n:13][cH:14][c:15]2-[c:16]1[cH:17][cH:18][c:19]([CH2:22][c:23]2[cH:24][c:25]3[c:26]([cH:27][cH:28]2)[O:29][CH2:30][O:31]3)[cH:20][cH:21]1.[CH3:34][CH2:35][OH:36].[Na+:33].[OH-:32]>>[O:3]=[C:4]([OH:5])[c:6]1[cH:7][n:8][c:9]2[n:10]([c:11]1[OH:12])[n:13][cH:14][c:15]2-[c:16]1[cH:17][cH:18][c:19]([CH2:22][c:23]2[cH:24][c:25]3[c:26]([cH:27][cH:28]2)[O:29][CH2:30][O:31]3)[cH:20][cH:21]1.